From a dataset of the Open Reaction Database (ORD), a public repository of structured organic reaction records. describe an organic reaction: reactants, conditions, products, and yield Reactants: BrC1=NC(=CC(=C1)OCC)C (2-Bromo-4-ethoxy-6-methylpyridine), C=1C=CC(=CC1)P(C=2C=CC=CC2)C3=CC=C4C=CC=CC4=C3C5=C6C=CC=CC6=CC=C5P(C=7C=CC=CC7)C=8C=CC=CC8 (BINAP), N1(CCNCC1)C(=O)OC(C)(C)C (tert-butyl piperazine-1-carboxylate), CC(C)([O-])C.[Na+] (sodium tert-butoxide). Reagents/catalysts: C=1C=CC(=CC1)/C=C/C(=O)/C=C/C2=CC=CC=C2.C=1C=CC(=CC1)/C=C/C(=O)/C=C/C2=CC=CC=C2.C=1C=CC(=CC1)/C=C/C(=O)/C=C/C2=CC=CC=C2.[Pd].[Pd] (Pd2(DBA)3). Run in C1CCOC1 (THF), C(C)(=O)OCC (ethyl acetate). Conditions: temperature 80 celsius. The product is C(C)OC1=CC(=NC(=C1)C)N1CCN(CC1)C(=O)OC(C)(C)C (tert-Butyl 4-(4-ethoxy-6-methyl-2-pyridyl)piperazine-1-carboxylate). Yield: 88.0%. Reaction SMILES: Br[C:2]1[CH:7]=[C:6]([O:8][CH2:9][CH3:10])[CH:5]=[C:4]([CH3:11])[N:3]=1.[N:12]1([C:18]([O:20][C:21]([CH3:24])([CH3:23])[CH3:22])=[O:19])[CH2:17][CH2:16][NH:15][CH2:14][CH2:13]1.CC(C)([O-])C.[Na+].C1C=CC(P(C2C(C3C(P(C4C=CC=CC=4)C4C=CC=CC=4)=CC=C4C=3C=CC=C4)=C3C(C=CC=C3)=CC=2)C2C=CC=CC=2)=CC=1>C1COCC1.C(OCC)(=O)C.C1C=CC(/C=C/C(/C=C/C2C=CC=CC=2)=O)=CC=1.C1C=CC(/C=C/C(/C=C/C2C=CC=CC=2)=O)=CC=1.C1C=CC(/C=C/C(/C=C/C2C=CC=CC=2)=O)=CC=1.[Pd].[Pd]>[CH2:9]([O:8][C:6]1[CH:5]=[C:4]([CH3:11])[N:3]=[C:2]([N:15]2[CH2:14][CH2:13][N:12]([C:18]([O:20][C:21]([CH3:24])([CH3:23])[CH3:22])=[O:19])[CH2:17][CH2:16]2)[CH:7]=1)[CH3:10] |f:2.3,7.8.9.10.11|. Procedure: 2-Bromo-4-ethoxy-6-methylpyridine (108 mg, 0.5 mmol), tert-butyl piperazine-1-carboxylate (140 mg, 0.75 mmol), Pd2(DBA)3 (10 mg, 0.011 mmol), sodium tert-butoxide (80 mg, 0.825 mmol) and BINAP (20 mg, 0.032 mmol) were placed in anhydrous THF (3 ml) under argon and heated at 80° C. for 30 minutes under microwave heating. The mixture was diluted with ethyl acetate, filtered through kieselguhr and concentrated under reduced pressure. The residue was dissolve in DCM and filtered through a plug of si... The reactants are CC(C(C=O)=C)C(C)C (3,4-Dimethyl-2-methylene-pentanal), C=CC(C)=C (isoprene). Run at temperature 160 celsius, time 12 hour. Product: CC(C(C)C)C1(CC=C(CC1)C)C=O (1-(1,2-dimethyl-propyl)-4-methyl-cyclohex-3-enecarbaldehyde). The yield is 49.0%. As a reaction SMILES: [CH3:1][CH:2]([CH:7]([CH3:9])[CH3:8])[C:3](=[CH2:6])[CH:4]=[O:5].[CH2:10]=[CH:11][C:12](=[CH2:14])[CH3:13]>>[CH3:1][CH:2]([C:3]1([CH:4]=[O:5])[CH2:10][CH2:11][C:12]([CH3:14])=[CH:13][CH2:6]1)[CH:7]([CH3:9])[CH3:8]. Reported procedure: 3,4-Dimethyl-2-methylene-pentanal (550 g, obtained as detailed above) and 393 g of isoprene were charged to a Parr Bomb, heated to 160° C., and aged for 12 hours. The rushed over material provided ˜32% recovery of 1-(1,2-dimethyl-propyl)-4-methyl-cyclohex-3-enecarbaldehyde (415 g). Reactants: CCOc1nc(Br)c(C=O)n1Cc1ccc(-c2ccccc2C(=O)OC(C)(C)C)cc1F, O=C([O-])[O-], CCOC(C)=O, COCCOC, [K+], [K+], O, [Pd], c1ccc(P(c2ccccc2)c2ccccc2)cc1, c1ccc(P(c2ccccc2)c2ccccc2)cc1, c1ccc(P(c2ccccc2)c2ccccc2)cc1, c1ccc(P(c2ccccc2)c2ccccc2)cc1. Yields the product C=Cc1nc(OCC)n(Cc2ccc(-c3ccccc3C(=O)OC(C)(C)C)cc2F)c1C=O. Reaction SMILES: [C:1]([CH3:2])([CH3:3])([CH3:4])[O:5][C:6](=[O:7])[c:8]1[c:9](-[c:14]2[cH:15][c:16]([F:32])[c:17]([CH2:20][n:21]3[c:22]([O:29][CH2:30][CH3:31])[n:23][c:24]([Br:28])[c:25]3[CH:26]=[O:27])[cH:18][cH:19]2)[cH:10][cH:11][cH:12][cH:13]1.[C:33](=[O:34])([O-:35])[O-:36].[CH3:123][CH2:124][O:125][C:126]([CH3:127])=[O:128].[CH3:39][O:40][CH2:41][CH2:42][O:43][CH3:44].[K+:37].[K+:38].[OH2:122].[Pd:45].[c:103]1([P:104]([c:105]2[cH:106][cH:107][cH:108][cH:109][cH:110]2)[c:111]2[cH:112][cH:113][cH:114][cH:115][cH:116]2)[cH:117][cH:118][cH:119][cH:120][cH:121]1.[c:46]1([P:47]([c:48]2[cH:49][cH:50][cH:51][cH:52][cH:53]2)[c:54]2[cH:55][cH:56][cH:57][cH:58][cH:59]2)[cH:60][cH:61][cH:62][cH:63][cH:64]1.[c:65]1([P:66]([c:67]2[cH:68][cH:69][cH:70][cH:71][cH:72]2)[c:73]2[cH:74][cH:75][cH:76][cH:77][cH:78]2)[cH:79][cH:80][cH:81][cH:82][cH:83]1.[c:84]1([P:85]([c:86]2[cH:87][cH:88][cH:89][cH:90][cH:91]2)[c:92]2[cH:93][cH:94][cH:95][cH:96][cH:97]2)[cH:98][cH:99][cH:100][cH:101][cH:102]1>>[C:1]([CH3:2])([CH3:3])([CH3:4])[O:5][C:6](=[O:7])[c:8]1[c:9](-[c:14]2[cH:15][c:16]([F:32])[c:17]([CH2:20][n:21]3[c:22]([O:29][CH2:30][CH3:31])[n:23][c:24]([CH:41]=[CH2:42])[c:25]3[CH:26]=[O:27])[cH:18][cH:19]2)[cH:10][cH:11][cH:12][cH:13]1. The reactants are C(C=C)OC1(CCN(CC1)C1=C(C(=NC=2N1N=C(C2)COCC2=C(C=C(C=C2)F)CCC=C)C)[C@@H](C(=O)OCC)OC(C)(C)C)C ((S)-ethyl 2-(7-(4-(allyloxy)-4-methylpiperidin-1-yl)-2-(((2-(but-3-en-1-yl)-4-fluorobenzyl)oxy)methyl)-5-methylpyrazolo[1,5-a]pyrimidin-6-yl)-2-(tert-butoxy)acetate), II, [BH4-].[Na+] (NaBH4). Reagents/catalysts: catalyst. Solvent: C(Cl)Cl (DCM), O (water). Reaction conditions: time 1 hour. Product: C(C)(C)(C)O[C@H](C(=O)OCC)C1=C2N3CCC(OCCCCCC=4C=C(C=CC4COCC4=NN2C(N=C1C)=C4)F)(CC3)C (ethyl (2S)-2-(tert-butoxy)-2-{16-fluoro-4,25-dimethyl-11,24-dioxa-1,5,7,8-tetraazapentacyclo[23.2.2.16,9.02,7.013,18]triaconta-2,4,6(30),8,13(18),14,16-heptaen-3-yl}acetate). Isolated yield 74.7%. As a reaction SMILES: [CH2:1]([O:4][C:5]1([CH3:46])[CH2:10][CH2:9][N:8]([C:11]2[N:16]3[N:17]=[C:18]([CH2:20][O:21][CH2:22][C:23]4[CH:28]=[CH:27][C:26]([F:29])=[CH:25][C:24]=4[CH2:30][CH2:31]C=C)[CH:19]=[C:15]3[N:14]=[C:13]([CH3:34])[C:12]=2[C@H:35]([O:41][C:42]([CH3:45])([CH3:44])[CH3:43])[C:36]([O:38][CH2:39][CH3:40])=[O:37])[CH2:7][CH2:6]1)[CH:2]=[CH2:3].[BH4-].[Na+]>C(Cl)Cl.O>[C:42]([O:41][C@@H:35]([C:12]1[C:13]([CH3:34])=[N:14][C:15]2=[CH:19][C:18]3=[N:17][N:16]2[C:11]=1[N:8]1[CH2:9][CH2:10][C:5]([CH3:46])([O:4][CH2:1][CH2:2][CH2:3][CH2:31][CH2:30][C:24]2[CH:25]=[C:26]([F:29])[CH:27]=[CH:28][C:23]=2[CH2:22][O:21][CH2:20]3)[CH2:6][CH2:7]1)[C:36]([O:38][CH2:39][CH3:40])=[O:37])([CH3:44])([CH3:45])[CH3:43] |f:1.2|. Procedure: A mixture of (S)-ethyl 2-(7-(4-(allyloxy)-4-methylpiperidin-1-yl)-2-(((2-(but-3-en-1-yl)-4-fluorobenzyl)oxy)methyl)-5-methylpyrazolo[1,5-a]pyrimidin-6-yl)-2-(tert-butoxy)acetate (50 mg, 0.079 mmol) and Grubb's II catalyst (66.7 mg, 0.079 mmol) in DCM (50 mL) was refluxed for 2 h. It was then concentrated and the residue was dissolved in MeOH (2 mL). NaBH4 (2.97 mg, 0.079 mmol) was added and the reaction mixture was stirred at rt for 1 h. It was then diluted with water, extracted with EtOAc. The ...